This data is from the Open Reaction Database (ORD), a public repository of structured organic reaction records. The task is: describe an organic reaction: reactants, conditions, products, and yield Reactants: BrBr (Br2), C(C)(C)(C)N (Tert-butyl amine), C(C1=CC=CC=C1)OC1=C(C=CC=C1)O (2-benzyloxyphenol). The solvent is CCOCC (Et2O), O (H2O), C1(=CC=CC=C1)C (toluene), C(Cl)Cl (DCM). Conditions: temperature -30 celsius, time 30 minute. The product is C(C1=CC=CC=C1)OC1=C(C(=CC=C1)Br)O (2-(benzyloxy)-6-bromophenol). As a reaction SMILES: C(N)(C)(C)C.[Br:6]Br.[CH2:8]([O:15][C:16]1[CH:21]=[CH:20][CH:19]=[CH:18][C:17]=1[OH:22])[C:9]1[CH:14]=[CH:13][CH:12]=[CH:11][CH:10]=1>C1(C)C=CC=CC=1.C(Cl)Cl.CCOCC.O>[CH2:8]([O:15][C:16]1[CH:21]=[CH:20][CH:19]=[C:18]([Br:6])[C:17]=1[OH:22])[C:9]1[CH:10]=[CH:11][CH:12]=[CH:13][CH:14]=1. Procedure: Tert-butyl amine (2 eq) was dissolved in toluene (1M) and the solution was cooled to −30° C. Br2 (1 eq) was added dropwise maintaining the temperature. The mixture was left stirring for 30 min, then it was cooled to −78° C. A solution of 2-benzyloxyphenol (1 eq) in DCM (6M) was added dropwise. The mixture was allowed to reach RT over the course of 3 h. The mixture was diluted with Et2O and H2O was added. The mixture was washed with 1N HCl, sat. aq. Na2S2O3 and brine. After drying over Na2SO4 all... Starting materials: CCOC(=O)CCN(CC)C(=O)N1CC(O)CC1C(=O)O, COC=Cc1ccc(O)cc1, c1ccc(P(c2ccccc2)c2ccccc2)cc1. Product: CCOC(=O)CCN(CC)C(=O)N1CC(Oc2ccc(C=COC)cc2)CC1C(=O)O. Reaction SMILES: [CH2:1]([CH3:2])[O:3][C:4]([CH2:5][CH2:6][N:7]([C:8](=[O:9])[N:10]1[CH:11]([C:12](=[O:13])[OH:14])[CH2:15][CH:16]([OH:18])[CH2:17]1)[CH2:19][CH3:20])=[O:21].[CH3:22][O:23][CH:24]=[CH:25][c:26]1[cH:27][cH:28][c:29]([OH:32])[cH:30][cH:31]1.[c:33]1([P:34]([c:35]2[cH:36][cH:37][cH:38][cH:39][cH:40]2)[c:41]2[cH:42][cH:43][cH:44][cH:45][cH:46]2)[cH:47][cH:48][cH:49][cH:50][cH:51]1>>[CH2:1]([CH3:2])[O:3][C:4]([CH2:5][CH2:6][N:7]([C:8](=[O:9])[N:10]1[CH:11]([C:12](=[O:13])[OH:14])[CH2:15][CH:16]([O:18][c:29]2[cH:28][cH:27][c:26]([CH:25]=[CH:24][O:23][CH3:22])[cH:31][cH:30]2)[CH2:17]1)[CH2:19][CH3:20])=[O:21]. Starting materials: C(=O)(OC(C)(C)C)NC(C(=O)OC)C(=O)OCC1=CC=CC=C1 (BOC-NHCH(CO2Me)CO2CH2Ph). Reagents/catalysts: [Pd] (Pd/C). Solvent: CO (MeOH). Yields the product C(=O)(OC(C)(C)C)NC(C(=O)OC)C(=O)O (BOC-NHCH(CO2Me)CO2H). Yield: 107.0%. Reaction SMILES: [C:1]([NH:8][CH:9]([C:14]([O:16]CC1C=CC=CC=1)=[O:15])[C:10]([O:12][CH3:13])=[O:11])([O:3][C:4]([CH3:7])([CH3:6])[CH3:5])=[O:2]>CO.[Pd]>[C:1]([NH:8][CH:9]([C:14]([OH:16])=[O:15])[C:10]([O:12][CH3:13])=[O:11])([O:3][C:4]([CH3:7])([CH3:6])[CH3:5])=[O:2]. Procedure: BOC-NHCH(CO2Me)CO2CH2Ph (16.2 g) was dissolved in MeOH (250 ml), to which was added 20% Pd/C (0.66 g). The suspension was purged with H2 for 1.5 hours, filtered, and stripped at 30° in vacuo, giving a syrup (12.5 g) which was kept at 4° until use in the following step. The reactants are CCOC(=O)c1cccc(NC(=O)NCC(=O)N2C(C(=O)OC(C)(C)C)CC(C(=O)NCC(C)C)C2c2ccccc2F)c1, CO, [K+], [OH-], O. Yields the product CC(C)CNC(=O)C1CC(C(=O)OC(C)(C)C)N(C(=O)CNC(=O)Nc2cccc(C(=O)O)c2)C1c1ccccc1F. RXN SMILES: [CH2:1]([CH3:2])[O:3][C:4](=[O:5])[c:6]1[cH:7][c:8]([NH:12][C:13]([NH:14][CH2:15][C:16](=[O:17])[N:18]2[CH:19]([C:37](=[O:38])[O:39][C:40]([CH3:41])([CH3:42])[CH3:43])[CH2:20][CH:21]([C:30]([NH:31][CH2:32][CH:33]([CH3:34])[CH3:35])=[O:36])[CH:22]2[c:23]2[c:24]([F:29])[cH:25][cH:26][cH:27][cH:28]2)=[O:44])[cH:9][cH:10][cH:11]1.[CH3:46][OH:47].[K+:49].[OH-:48].[OH2:45]>>[O:3]=[C:4]([OH:5])[c:6]1[cH:7][c:8]([NH:12][C:13]([NH:14][CH2:15][C:16](=[O:17])[N:18]2[CH:19]([C:37](=[O:38])[O:39][C:40]([CH3:41])([CH3:42])[CH3:43])[CH2:20][CH:21]([C:30]([NH:31][CH2:32][CH:33]([CH3:34])[CH3:35])=[O:36])[CH:22]2[c:23]2[c:24]([F:29])[cH:25][cH:26][cH:27][cH:28]2)=[O:44])[cH:9][cH:10][cH:11]1. Starting materials: CNC (dimethylamine), ClC=1C=CC=C2C(=CC=C(C12)C(=O)O)OC (8-chloro-4-methoxy-1-naphthoic acid), CCN(C(C)C)C(C)C (DIPEA), O=S(Cl)Cl (SOCl2). The solvent is C(Cl)Cl (CH2Cl2). Reaction conditions: time 3 hour. Product: ClC=1C=CC=C2C(=CC=C(C12)C(=O)N(C)C)OC (8-Chloro-4-methoxy-N,N-dimethyl-1-naphthamide). Yield: 94.9%. Reaction SMILES: [Cl:1][C:2]1[CH:3]=[CH:4][CH:5]=[C:6]2[C:11]=1[C:10]([C:12](O)=[O:13])=[CH:9][CH:8]=[C:7]2[O:15][CH3:16].O=S(Cl)Cl.C[CH2:22][N:23](C(C)C)[CH:24](C)C.CNC>C(Cl)Cl>[Cl:1][C:2]1[CH:3]=[CH:4][CH:5]=[C:6]2[C:11]=1[C:10]([C:12]([N:23]([CH3:24])[CH3:22])=[O:13])=[CH:9][CH:8]=[C:7]2[O:15][CH3:16]. Procedure: To a mixture of 8-chloro-4-methoxy-1-naphthoic acid (step-4 intermediate) (0.5 g, 2.11 mmol) in CH2Cl2 (5 mL) was added, SOCl2 (0.31 mL, 4.22 mmol, 2.0 eq.) and the mixture was stirred at RT for 3 h. The solvent was evaporated under reduced pressure and the crude product was dissolved in DCM (10 mL). To this, DIPEA (0.74 mL, 4.23 mmol) was added followed by dimethylamine (1.5 eq.) and the reaction mixture was stirred at RT for 3 h and then quenched with ice. The aqueous layer was extracted with ...